Task: describe an organic reaction: reactants, conditions, products, and yield. Dataset: the Open Reaction Database (ORD), a public repository of structured organic reaction records Starting materials: CC(C)(C)OC(=O)NCCCc1c(C(=O)O)n(N)c2ccc(C(=O)OCc3ccccc3)cc12, ClCCl, Cl, C1COCCO1. The product is NCCCc1c(C(=O)O)n(N)c2ccc(C(=O)OCc3ccccc3)cc12, Cl. As a reaction SMILES: [CH2:1]([c:2]1[cH:3][cH:4][cH:5][cH:6][cH:7]1)[O:8][C:9](=[O:10])[c:11]1[cH:12][c:13]2[c:14]([CH2:24][CH2:25][CH2:26][NH:27][C:28]([O:29][C:30]([CH3:31])([CH3:32])[CH3:33])=[O:34])[c:15]([C:21](=[O:22])[OH:23])[n:16]([NH2:20])[c:17]2[cH:18][cH:19]1.[CH2:42]([Cl:43])[Cl:44].[ClH:35].[O:36]1[CH2:37][CH2:38][O:39][CH2:40][CH2:41]1>>[CH2:1]([c:2]1[cH:3][cH:4][cH:5][cH:6][cH:7]1)[O:8][C:9](=[O:10])[c:11]1[cH:12][c:13]2[c:14]([CH2:24][CH2:25][CH2:26][NH2:27])[c:15]([C:21](=[O:22])[OH:23])[n:16]([NH2:20])[c:17]2[cH:18][cH:19]1.[ClH:35]. The solvent is C(C)(=O)OCC (ethyl acetate). Isolated yield 89.9%. Reactants: CN(C)C=O (DMF), FC=1C=C(CNC(/C(/CCCCl)=C/C2=CC(=C(C=C2)N2C=NC(=C2)C)OC)=O)C=CC1N1CCOCC1 ((E)-5-chloro-2-[3-methoxy-4-(4-methyl-1H-imidazol-1-yl]benzylidene)valeric acid [3-fluoro-4-(morpholin-4-yl)benzyl]amide), [H-].[Na+] (sodium hydride), mineral oil, O (water). Reported procedure: To a DMF (4 mL) solution of (E)-5-chloro-2-[3-methoxy-4-(4-methyl-1H-imidazol-1-yl]benzylidene)valeric acid [3-fluoro-4-(morpholin-4-yl)benzyl]amide (135 mg), sodium hydride was added at 0° C. (40% mineral oil content, 35.6 mg) was added, and the reaction solution was allowed to be warmed to room temperature and agitated for 45 minutes. The reaction solution was cooled to 0° C. after confirming disappearance of the starting materials, water and ethyl acetate were added to the reaction solution, ... RXN SMILES: CN(C=O)C.[F:6][C:7]1[CH:8]=[C:9]([CH:34]=[CH:35][C:36]=1[N:37]1[CH2:42][CH2:41][O:40][CH2:39][CH2:38]1)[CH2:10][NH:11][C:12](=[O:33])/[C:13](=[CH:18]/[C:19]1[CH:24]=[CH:23][C:22]([N:25]2[CH:29]=[C:28]([CH3:30])[N:27]=[CH:26]2)=[C:21]([O:31][CH3:32])[CH:20]=1)/[CH2:14][CH2:15][CH2:16]Cl.[H-].[Na+].O>C(OCC)(=O)C>[F:6][C:7]1[CH:8]=[C:9]([CH:34]=[CH:35][C:36]=1[N:37]1[CH2:42][CH2:41][O:40][CH2:39][CH2:38]1)[CH2:10][N:11]1[CH2:16][CH2:15][CH2:14]/[C:13](=[CH:18]\[C:19]2[CH:24]=[CH:23][C:22]([N:25]3[CH:29]=[C:28]([CH3:30])[N:27]=[CH:26]3)=[C:21]([O:31][CH3:32])[CH:20]=2)/[C:12]1=[O:33] |f:2.3|. Yields the product FC=1C=C(CN2C(/C(/CCC2)=C/C2=CC(=C(C=C2)N2C=NC(=C2)C)OC)=O)C=CC1N1CCOCC1 ((E)-1-[3-fluoro-4-(morpholin-4-yl)benzyl]-3-[3-methoxy-4-(4-methyl-1H-imidazol-1-yl)benzylidene]piperidin-2-one). Conditions: time 45 minute. The reactants are C(C1=CC=CC=C1)OC(N[C@@H](CCN1C[C@H](C2(CC2)CC1)O)CO)=O ([(S)-3-((S)-4-hydroxy-6-aza-spiro[2.5]oct-6-yl)-1-hydroxymethyl-propyl]-carbamic acid benzyl ester). The reagents and catalysts are [Pd] (palladium). The solvent is CO (MeOH). The product is N[C@@H](CCN1C[C@H](C2(CC2)CC1)O)CO ((S)-6-((S)-3-Amino-4-hydroxy-butyl)-6-aza-spiro[2.5]octan-4-ol). Yield: 100.3%. Reaction SMILES: C(OC(=O)[NH:10][C@H:11]([CH2:23][OH:24])[CH2:12][CH2:13][N:14]1[CH2:21][CH2:20][C:17]2([CH2:19][CH2:18]2)[C@H:16]([OH:22])[CH2:15]1)C1C=CC=CC=1>CO.[Pd]>[NH2:10][C@H:11]([CH2:23][OH:24])[CH2:12][CH2:13][N:14]1[CH2:21][CH2:20][C:17]2([CH2:19][CH2:18]2)[C@H:16]([OH:22])[CH2:15]1. Procedure: A solution of [(S)-3-((S)-4-hydroxy-6-aza-spiro[2.5]oct-6-yl)-1-hydroxymethyl-propyl]-carbamic acid benzyl ester (350 mg, 1.00 mmol) in MeOH (5 mL) was stirred for 1½ h at room temperature under a hydrogen atmosphere (1 bar) in the presence of palladium (10% on activated charcoal, 35 mg), then insoluble material was removed by filtration through diatomaceous earth. The filtrate was evaporated to afford the title compound (215 mg, 100%) Colourless gum, MS (ISP)=215.3 (M+H)+. Reactants: S(=O)(Cl)Cl (Thionyl chloride), BrC=1C=C(SC1)C(=O)O (4-bromothiophene-2-carboxylic acid), C(C)O (ethanol). Reaction conditions: temperature 65 celsius, time 4 hour. Product: crude product, BrC=1C=C(SC1)C(=O)OCC (ethyl 4-bromothiophene-2-carboxylate). RXN SMILES: S(Cl)(Cl)=O.[Br:5][C:6]1[CH:7]=[C:8]([C:11]([OH:13])=[O:12])[S:9][CH:10]=1.[CH2:14](O)[CH3:15]>>[Br:5][C:6]1[CH:7]=[C:8]([C:11]([O:13][CH2:14][CH3:15])=[O:12])[S:9][CH:10]=1. Reported procedure: Thionyl chloride (8.8 mL, 121 mmol) was added slowly to a solution of 4-bromothiophene-2-carboxylic acid (5.0 g, 24.2 mmol) in ethanol (30 mL) at room temperature. The reaction mixture was warmed up to 65° C. and stirred for 4 hours. Removal of solvent and excess reagent under vacuum afforded the crude product ethyl 4-bromothiophene-2-carboxylate (1015), which was used in the next step without further purification. Starting materials: CN(Cc1ccccc1[N+](=O)[O-])C(=O)OC(C)(C)C, CO. The product is CN(Cc1ccccc1N)C(=O)OC(C)(C)C. RXN SMILES: [C:1]([CH3:2])([CH3:3])([CH3:4])[O:5][C:6]([N:7]([CH2:8][c:9]1[c:10]([N+:15]([O-:16])=[O:17])[cH:11][cH:12][cH:13][cH:14]1)[CH3:18])=[O:19].[CH3:20][OH:21]>>[C:1]([CH3:2])([CH3:3])([CH3:4])[O:5][C:6]([N:7]([CH2:8][c:9]1[c:10]([NH2:15])[cH:11][cH:12][cH:13][cH:14]1)[CH3:18])=[O:19].